This data is from the Open Reaction Database (ORD), a public repository of structured organic reaction records. The task is: describe an organic reaction: reactants, conditions, products, and yield The reactants are C(C)(C)(C)NS(=O)(=O)C1=C(C=CC(=C1)NC=O)S(=O)(=O)CC (N-tert-butyl-2-ethylsulfonyl-5-formylaminobenzenesulfonamide). Solvent: FC(C(=O)O)(F)F (trifluoroacetic acid). Product: C(C)S(=O)(=O)C1=C(C=C(C=C1)NC=O)S(=O)(=O)N (2-Ethylsulfonyl-5-formylaminobenzenesulfonamide). Yield: 65.6%. RXN SMILES: C([NH:5][S:6]([C:9]1[CH:14]=[C:13]([NH:15][CH:16]=[O:17])[CH:12]=[CH:11][C:10]=1[S:18]([CH2:21][CH3:22])(=[O:20])=[O:19])(=[O:8])=[O:7])(C)(C)C>FC(F)(F)C(O)=O>[CH2:21]([S:18]([C:10]1[CH:11]=[CH:12][C:13]([NH:15][CH:16]=[O:17])=[CH:14][C:9]=1[S:6]([NH2:5])(=[O:7])=[O:8])(=[O:20])=[O:19])[CH3:22]. Reported procedure: 3.0 g of N-tert-butyl-2-ethylsulfonyl-5-formylaminobenzenesulfonamide are stirred in 20 ml of trifluoroacetic acid. When the reaction has ended, the trifluoroacetic acid is distilled off. The residue is stirred with a little ethyl acetate. After the solid has been separated off and dried, 1.65 g of the desired sulfonamide are obtained; melting point: 186° to 189° C. Starting materials: FC1=CC=C(C=C1)N1C(=CC(=C1C)CO)C1=CC=C(C=C1)S(=O)(=O)C (1-(4-Fluorophenyl)-4-hydroxymethyl-5-methyl-2-(4-methylsulfonylphenyl)pyrrole). Reagents/catalysts: [O-2].[O-2].[Mn+4] (manganese dioxide). Yields the product FC1=CC=C(C=C1)N1C(=CC(=C1C)C=O)C1=CC=C(C=C1)S(=O)(=O)C (1-(4-Fluorophenyl)-4-formyl-5-methyl-2-(4-methylsulfonylphenyl)pyrrole), powder. The yield is 98.0%. As a reaction SMILES: [F:1][C:2]1[CH:7]=[CH:6][C:5]([N:8]2[C:12]([CH3:13])=[C:11]([CH2:14][OH:15])[CH:10]=[C:9]2[C:16]2[CH:21]=[CH:20][C:19]([S:22]([CH3:25])(=[O:24])=[O:23])=[CH:18][CH:17]=2)=[CH:4][CH:3]=1>[O-2].[O-2].[Mn+4]>[F:1][C:2]1[CH:7]=[CH:6][C:5]([N:8]2[C:12]([CH3:13])=[C:11]([CH:14]=[O:15])[CH:10]=[C:9]2[C:16]2[CH:21]=[CH:20][C:19]([S:22]([CH3:25])(=[O:24])=[O:23])=[CH:18][CH:17]=2)=[CH:4][CH:3]=1 |f:1.2.3|. Procedure: Following a procedure similar to that described in Example 49(i), but using 1-(4-fluorophenyl)-4-hydroxymethyl-5-methyl-2-(4-methylsulfonylphenyl) pyrrole (prepared as described in Example 47) and manganese dioxide as starting materials, the title compound was obtained as a white powder (yield 98%), melting at 167-169° C. Reactants: C(C)(C)(C)OC(N[C@@H](CCCCNC(=O)OCC(Cl)(Cl)Cl)C(N)=O)=O ([(1S)-1-carbamoyl-5-(2,2,2-trichloroethoxycarbonylamino)pentyl]carbamic acid tert butyl ester), C(C)OCC (Diethyl ether). The solvent is Cl (hydrogen chloride), C(C)(=O)OCC (ethyl acetate). Conditions: time 30 minute. The product is Cl.ClC(COC(NCCCC[C@@H](C(N)=O)N)=O)(Cl)Cl (((5S)-5-amino-5-carbamoylpentyl)carbamic acid 2,2,2-trichloroethyl ester hydrochloride). The yield is 181.7%. RXN SMILES: C(OC(=O)[NH:7][C@H:8]([C:22](=[O:24])[NH2:23])[CH2:9][CH2:10][CH2:11][CH2:12][NH:13][C:14]([O:16][CH2:17][C:18]([Cl:21])([Cl:20])[Cl:19])=[O:15])(C)(C)C.C(OCC)C>Cl.C(OCC)(=O)C>[ClH:19].[Cl:19][C:18]([Cl:20])([Cl:21])[CH2:17][O:16][C:14](=[O:15])[NH:13][CH2:12][CH2:11][CH2:10][CH2:9][C@H:8]([NH2:7])[C:22](=[O:24])[NH2:23] |f:4.5|. Procedure details: [(1S)-1-carbamoyl-5-(2,2,2-trichloroethoxycarbonylamino)pentyl]carbamic acid tert butyl ester (39.5 g; 94 mmole) was dissolved in a solution of hydrogen chloride in ethyl acetate (1.5 M, 300 ml) and stirred for 30 min. Diethyl ether (300 ml) was added and the precipitate was filtered and dried to afford 30.5 g of ((5S)-5-amino-5-carbamoylpentyl)carbamic acid 2,2,2-trichloroethyl ester hydrochloride. Starting materials: CCC(CC)c1cc(C)nn2c(-c3sc(N4CCOCC4)nc3Br)c(C)nc12, CCCCCC, CCOC(C)=O, N#C[Cu], CN(C)C=O. Yields the product CCC(CC)c1cc(C)nn2c(-c3sc(N4CCOCC4)nc3C#N)c(C)nc12. As a reaction SMILES: [Br:1][c:2]1[n:3][c:4]([N:23]2[CH2:24][CH2:25][O:26][CH2:27][CH2:28]2)[s:5][c:6]1-[c:7]1[c:8]([CH3:22])[n:9][c:10]2[n:11]1[n:12][c:13]([CH3:21])[cH:14][c:15]2[CH:16]([CH2:17][CH3:18])[CH2:19][CH3:20].[CH3:37][CH2:38][CH2:39][CH2:40][CH2:41][CH3:42].[CH3:43][CH2:44][O:45][C:46]([CH3:47])=[O:48].[Cu:29][C:30]#[N:31].[O:32]=[CH:33][N:34]([CH3:35])[CH3:36]>>[c:2]1([C:30]#[N:31])[n:3][c:4]([N:23]2[CH2:24][CH2:25][O:26][CH2:27][CH2:28]2)[s:5][c:6]1-[c:7]1[c:8]([CH3:22])[n:9][c:10]2[n:11]1[n:12][c:13]([CH3:21])[cH:14][c:15]2[CH:16]([CH2:17][CH3:18])[CH2:19][CH3:20]. The reactants are NC1=NC(=C(C=C1)Br)C (2-amino-5-bromo-6-methylpyridine), BrCC(C(C(F)(F)F)(F)F)=O (1-bromo-3,3,4,4,4-pentafluorobutan-2-one). The solvent is COCCOC (DME), COCCOC (DME). Reaction conditions: time 3 hour. Product: Br.BrC=1C=CC=2N(C1C)CC(N2)(O)C(C(F)(F)F)(F)F (6-bromo-5-methyl-2-pentafluoroethyl-2,3-dihydroimidazo[1,2-a]pyridin-2-ol hydrobromide). Yield: 92.7%. Reaction SMILES: [Br:1][CH2:2][C:3](=[O:11])[C:4]([F:10])([F:9])[C:5]([F:8])([F:7])[F:6].[NH2:12][C:13]1[CH:18]=[CH:17][C:16]([Br:19])=[C:15]([CH3:20])[N:14]=1>COCCOC>[BrH:1].[Br:19][C:16]1[CH:17]=[CH:18][C:13]2[N:14]([CH2:2][C:3]([C:4]([F:10])([F:9])[C:5]([F:8])([F:7])[F:6])([OH:11])[N:12]=2)[C:15]=1[CH3:20] |f:3.4|. Procedure: A mixture of 2.4 g of 1-bromo-3,3,4,4,4-pentafluorobutan-2-one and 5 ml of DME was added to a mixture of 1.87 g of 2-amino-5-bromo-6-methylpyridine and 10 ml of DME, and the mixture was stirred at room temperature for 3 hours. The precipitated solid was filtered, and washed with 10 ml of DME to obtain 3.95 g of 6-bromo-5-methyl-2-pentafluoroethyl-2,3-dihydroimidazo[1,2-a]pyridin-2-ol hydrobromide. The reactants are ClC(Cl)Cl, O=S(=O)(Cl)c1ccc(Nc2ccnc3cc(Cl)ccc23)cc1, Cl, CCCCN1CCC(N)CC1, [Na+], [Na+], O=C([O-])[O-], O. Yields the product CCCCN1CCC(NS(=O)(=O)c2ccc(Nc3ccnc4cc(Cl)ccc34)cc2)CC1. RXN SMILES: [CH:42]([Cl:43])([Cl:44])[Cl:45].[Cl:2][c:3]1[cH:4][cH:5][c:6]2[c:7]([NH:13][c:14]3[cH:15][cH:16][c:17]([S:20](=[O:21])(=[O:22])[Cl:23])[cH:18][cH:19]3)[cH:8][cH:9][n:10][c:11]2[cH:12]1.[ClH:1].[NH2:24][CH:25]1[CH2:26][CH2:27][N:28]([CH2:31][CH2:32][CH2:33][CH3:34])[CH2:29][CH2:30]1.[Na+:35].[Na+:36].[O-:37][C:38](=[O:39])[O-:40].[OH2:41]>>[Cl:2][c:3]1[cH:4][cH:5][c:6]2[c:7]([NH:13][c:14]3[cH:15][cH:16][c:17]([S:20](=[O:21])(=[O:22])[NH:24][CH:25]4[CH2:26][CH2:27][N:28]([CH2:31][CH2:32][CH2:33][CH3:34])[CH2:29][CH2:30]4)[cH:18][cH:19]3)[cH:8][cH:9][n:10][c:11]2[cH:12]1. Reactants: CCc1cc(C(=O)OC(C)(C)C)cc(C)n1, ClCCl, O=C(O)C(F)(F)F. The product is CCc1cc(C(=O)O)cc(C)n1. As a reaction SMILES: [C:1]([CH3:2])([CH3:3])([CH3:4])[O:5][C:6]([c:7]1[cH:8][c:9]([CH2:14][CH3:15])[n:10][c:11]([CH3:13])[cH:12]1)=[O:16].[Cl:24][CH2:25][Cl:26].[F:17][C:18]([F:19])([F:20])[C:21]([OH:22])=[O:23]>>[O:5]=[C:6]([c:7]1[cH:8][c:9]([CH2:14][CH3:15])[n:10][c:11]([CH3:13])[cH:12]1)[OH:16].